Dataset: the Open Reaction Database (ORD), a public repository of structured organic reaction records. Task: describe an organic reaction: reactants, conditions, products, and yield Reactants: CO, COCCOC, COC(=O)Cc1ccc(-c2c(F)cc(B3OC(C)(C)C(C)(C)O3)cc2F)c(Cl)c1, Cc1nc(C)c(C(N)=O)nc1Cl, [K+], [K+], [K+], O, O=P([O-])([O-])[O-]. The product is COC(=O)Cc1ccc(-c2c(F)cc(-c3nc(C(N)=O)c(C)nc3C)cc2F)c(Cl)c1. Reaction SMILES: [CH3:50][OH:51].[CH3:52][O:53][CH2:54][CH2:55][O:56][CH3:57].[Cl:13][c:14]1[c:15](-[c:25]2[c:26]([F:41])[cH:27][c:28]([B:32]3[O:33][C:34]([CH3:35])([CH3:36])[C:37]([CH3:38])([CH3:39])[O:40]3)[cH:29][c:30]2[F:31])[cH:16][cH:17][c:18]([CH2:20][C:21](=[O:22])[O:23][CH3:24])[cH:19]1.[Cl:1][c:2]1[c:3]([CH3:12])[n:4][c:5]([CH3:11])[c:6]([C:8](=[O:9])[NH2:10])[n:7]1.[K+:47].[K+:48].[K+:49].[OH2:58].[P:42]([O-:43])([O-:44])([O-:45])=[O:46]>>[c:2]1(-[c:28]2[cH:27][c:26]([F:41])[c:25](-[c:15]3[c:14]([Cl:13])[cH:19][c:18]([CH2:20][C:21](=[O:22])[O:23][CH3:24])[cH:17][cH:16]3)[c:30]([F:31])[cH:29]2)[c:3]([CH3:12])[n:4][c:5]([CH3:11])[c:6]([C:8](=[O:9])[NH2:10])[n:7]1.